Dataset: the Open Reaction Database (ORD), a public repository of structured organic reaction records. Task: describe an organic reaction: reactants, conditions, products, and yield Starting materials: CCOC(=O)c1cnc(Cl)nc1NCC1CCCN(C(=O)OCc2ccccc2)C1, C1CCOC1, CCOC(C)=O, Cl, [Na+], [OH-], O. Product: O=C(O)c1cnc(Cl)nc1NCC1CCCN(C(=O)OCc2ccccc2)C1. RXN SMILES: [CH2:1]([c:2]1[cH:3][cH:4][cH:5][cH:6][cH:7]1)[O:8][C:9](=[O:10])[N:11]1[CH2:12][CH:13]([CH2:17][NH:18][c:19]2[n:20][c:21]([Cl:30])[n:22][cH:23][c:24]2[C:25](=[O:26])[O:27][CH2:28][CH3:29])[CH2:14][CH2:15][CH2:16]1.[CH2:35]1[O:36][CH2:37][CH2:38][CH2:39]1.[CH3:40][CH2:41][O:42][C:43]([CH3:44])=[O:45].[ClH:33].[Na+:32].[OH-:31].[OH2:34]>>[CH2:1]([c:2]1[cH:3][cH:4][cH:5][cH:6][cH:7]1)[O:8][C:9](=[O:10])[N:11]1[CH2:12][CH:13]([CH2:17][NH:18][c:19]2[n:20][c:21]([Cl:30])[n:22][cH:23][c:24]2[C:25](=[O:26])[OH:27])[CH2:14][CH2:15][CH2:16]1.